This data is from the Open Reaction Database (ORD), a public repository of structured organic reaction records. The task is: describe an organic reaction: reactants, conditions, products, and yield Reactants: Cl (HCl), O1CCC(CC1)C=O (tetrahydro-2H-pyran-4-carbaldehyde), C(C=C)#N (acrylonitrile), [OH-].C(C1=CC=CC=C1)[N+](C)(C)C (benzyltrimethylammonium hydroxide). The solvent is O1CCOCC1 (dioxane). Run at temperature 0 celsius, time 30 minute. Product: C(=O)C1(CCOCC1)CCC#N (3-(4-formyltetrahydro-2H-pyran-4-yl)propanenitrile). The yield is 53.0%. Reaction SMILES: [O:1]1[CH2:6][CH2:5][CH:4]([CH:7]=[O:8])[CH2:3][CH2:2]1.[C:9](#[N:12])[CH:10]=[CH2:11].[OH-].C([N+](C)(C)C)C1C=CC=CC=1.Cl>O1CCOCC1>[CH:7]([C:4]1([CH2:11][CH2:10][C:9]#[N:12])[CH2:5][CH2:6][O:1][CH2:2][CH2:3]1)=[O:8] |f:2.3|. Reported procedure: A solution of tetrahydro-2H-pyran-4-carbaldehyde (1.0 g, 8.77 mmol) and acrylonitrile (0.6 mL, 8.77 mmol) in dioxane (5 mL) was cooled to 0° C., treated with benzyltrimethylammonium hydroxide (0.04 mL, 40% in methanol), stirred at 0° C. for 30 minutes, warmed to room temperature, and stirred for 18 hours. The mixture was neutralized with 1N HCl and extracted with ethyl acetate. The organic phase was washed with aqueous saturated NaHCO3, dried (Na2SO4), filtered, and concentrated. The oil was pur... Starting materials: CC1(OC(CC(O1)=O)=O)C (2,2-dimethyl-1,3-dioxane-4,6-dione), C(OCC)(OCC)OCC (triethyl orthoformate), CC=1C=CC(=C(N)C1)[N+](=O)[O-] (5-methyl-2-nitroaniline). Run in C(C)O (ethanol), C(C)O (ethanol), C(C)O (ethanol). The product is CC=1C=CC(=C(NC=C2C(=O)OC(C)(C)OC2=O)C1)[N+](=O)[O-] (isopropylidene (5-methyl-2-nitroanilino)methylenemalonate). The yield is 75.5%. Reaction SMILES: [CH3:1][C:2]1[CH:3]=[CH:4][C:5]([N+:9]([O-:11])=[O:10])=[C:6]([CH:8]=1)[NH2:7].[CH3:12][C:13]1([CH3:21])[O:18][C:17](=[O:19])[CH2:16][C:15](=[O:20])[O:14]1.[CH:22](OCC)(OCC)OCC>C(O)C>[CH3:1][C:2]1[CH:3]=[CH:4][C:5]([N+:9]([O-:11])=[O:10])=[C:6]([CH:8]=1)[NH:7][CH:22]=[C:16]1[C:17](=[O:19])[O:18][C:13]([CH3:21])([CH3:12])[O:14][C:15]1=[O:20]. Procedure details: To a stirred suspension of 5-methyl-2-nitroaniline (10.0 g) in ethanol (20 ml) were added 2,2-dimethyl-1,3-dioxane-4,6-dione (9.95 g) and triethyl orthoformate (10.7 g) at 50° C. The resulting mixture was heated at 120° C. for one hour during which time ethanol (20 ml) was added to the mixture and ethanol liberated was distilled off. After cooling, ethyl acetate (40 ml) was added thereto and the resulting precipitate was collected by filtration. The solid was washed with hot ethanol (40 ml) and ... Reactants: CC1=C(C=C(C=C1)C)O (2,5-dimethylphenol), C(Cl)(Cl)Cl (chloroform), C(C)(=O)Cl (acetyl chloride). Run in C(C)N(CC)CC (triethylamine). Reaction conditions: time 4 hour. Product: CC1=C(C=C(C=C1)C)OC(C)=O (acetic acid 2,5-dimethylphenyl ester). Isolated yield 89.3%. RXN SMILES: [CH3:1][C:2]1[CH:7]=[CH:6][C:5]([CH3:8])=[CH:4][C:3]=1[OH:9].C(Cl)(Cl)Cl.[C:14](Cl)(=[O:16])[CH3:15]>C(N(CC)CC)C>[CH3:1][C:2]1[CH:7]=[CH:6][C:5]([CH3:8])=[CH:4][C:3]=1[O:9][C:14](=[O:16])[CH3:15]. Procedure: At 0° C., to a mixture of 2,5-dimethylphenol 20 g and chloroform 150 ml was added acetyl chloride 15 g and triethylamine 49 g. The resulting mixture was raised to room temperature and was stirred for four hours. Then, the reaction mixture was extracted with chloroform. The organic layer was washed with water and was dried over anhydrous magnesium sulfate, and was then concentrated under reduced pressure. The resulting residue was subjected to a silica gel column chromatography to give acetic aci... The reactants are O=C([O-])[O-], O=C1CCCO1, O=[N+]([O-])c1ccc(O)cc1OCc1ccccc1, O=[N+]([O-])c1c(F)c(F)c(F)c(F)c1F, [K+], [K+]. The product is O=[N+]([O-])c1ccc(Oc2c(F)c(F)c([N+](=O)[O-])c(F)c2F)cc1OCc1ccccc1. Reaction SMILES: [C:33](=[O:34])([O-:35])[O-:36].[C:39]1(=[O:40])[O:41][CH2:42][CH2:43][CH2:44]1.[CH2:1]([c:2]1[cH:3][cH:4][cH:5][cH:6][cH:7]1)[O:8][c:9]1[c:10]([N+:16](=[O:17])[O-:18])[cH:11][cH:12][c:13]([OH:15])[cH:14]1.[F:19][c:20]1[c:21]([F:32])[c:22]([F:31])[c:23]([F:30])[c:24]([F:29])[c:25]1[N+:26](=[O:27])[O-:28].[K+:37].[K+:38]>>[CH2:1]([c:2]1[cH:3][cH:4][cH:5][cH:6][cH:7]1)[O:8][c:9]1[c:10]([N+:16](=[O:17])[O-:18])[cH:11][cH:12][c:13]([O:15][c:22]2[c:21]([F:32])[c:20]([F:19])[c:25]([N+:26](=[O:27])[O-:28])[c:24]([F:29])[c:23]2[F:30])[cH:14]1. Reaction conditions: time 30 minute. As a reaction SMILES: [Cl:1][C:2]1[CH:7]=[CH:6][C:5]([C:8]2[C:17]3[C:12](=[CH:13][CH:14]=[C:15]([C:18]([NH2:20])=[O:19])[CH:16]=3)[CH:11]=[N:10][CH:9]=2)=[CH:4][CH:3]=1.Cl.O1CCOCC1>CO>[ClH:1].[Cl:1][C:2]1[CH:3]=[CH:4][C:5]([C:8]2[C:17]3[C:12](=[CH:13][CH:14]=[C:15]([C:18]([NH2:20])=[O:19])[CH:16]=3)[CH:11]=[N:10][CH:9]=2)=[CH:6][CH:7]=1 |f:1.2,4.5|. Procedure: Into methanol (250 ml), 4-(4-chlorophenyl)isoquinoline-6-carboxamide (1.9 g, 6.7 mmol) synthesized in Example 7 (7a) was dissolved, to which a 4M hydrochloric acid-dioxane solution (5 ml, 20 mmol) was added. After stirring at room temperature for 30 minutes, the resulting mixture was concentrated under reduced pressure. The resulting product was subjected to azeotropic distillation with diethyl ether, followed by recrystallization from methanol-diethyl ether to give the desired title compound (2... Product: Cl.ClC1=CC=C(C=C1)C1=CN=CC2=CC=C(C=C12)C(=O)N (4-(4-Chlorophenyl)isoquinoline-6-carboxamide hydrochloride). Isolated yield 187.0%. Run in CO (methanol). The reactants are ClC1=CC=C(C=C1)C1=CN=CC2=CC=C(C=C12)C(=O)N (4-(4-Chlorophenyl)isoquinoline-6-carboxamide), Cl.O1CCOCC1 (hydrochloric acid dioxane). Reactants: [H-].[Na+] (NaH), OCC(C)(C)C1=NOC(=C1)NC(C(C)(S(=O)(=O)CCC(F)(F)F)C)=O (N-[3-(2-Hydroxy-1,1-dimethyl-ethyl)-isoxazol-5-yl]-2-methyl-2-(3,3,3-trifluoro-propane-1-sulfonyl)-propionamide), crude mixture, [H-].[Na+] (NaH), BrCCOC (1-bromo-2-methoxy-ethane), BrCCOC (1-bromo-2-methoxy-ethane). Solvent: C1CCOC1 (THF), O (water). Conditions: time 15 minute. The product is COCCOCC(C)(C)C1=NOC(=C1)NC(C(C)(S(=O)(=O)CCC(F)(F)F)C)=O (N-{3-[2-(2-Methoxy-ethoxy)-1,1-dimethyl-ethyl]-isoxazol-5-yl}-2-methyl-2-(3,3,3-trifluoro-propane-1-sulfonyl)-propionamide). Isolated yield 14.0%. As a reaction SMILES: [H-].[Na+].[OH:3][CH2:4][C:5]([C:8]1[CH:12]=[C:11]([NH:13][C:14](=[O:27])[C:15]([CH3:26])([S:17]([CH2:20][CH2:21][C:22]([F:25])([F:24])[F:23])(=[O:19])=[O:18])[CH3:16])[O:10][N:9]=1)([CH3:7])[CH3:6].Br[CH2:29][CH2:30][O:31][CH3:32]>C1COCC1.O>[CH3:32][O:31][CH2:30][CH2:29][O:3][CH2:4][C:5]([C:8]1[CH:12]=[C:11]([NH:13][C:14](=[O:27])[C:15]([CH3:16])([S:17]([CH2:20][CH2:21][C:22]([F:25])([F:24])[F:23])(=[O:19])=[O:18])[CH3:26])[O:10][N:9]=1)([CH3:7])[CH3:6] |f:0.1|. Procedure: To a solution of NaH (60% in mineral oil; 11.0 mg; 0.284 mmol) in anhydrous THF (2.0 mL) is added N-[3-(2-Hydroxy-1,1-dimethyl-ethyl)-isoxazol-5-yl]-2-methyl-2-(3,3,3-trifluoro-propane-1-sulfonyl)-propionamide (50.0 mg; 0.129 mmol). The reaction is stirred at room temperature for 15 minutes and then 1-bromo-2-methoxy-ethane (0.037 mL, 0.387 mmol) is added. The reaction is stirred at 50° C. for 6 h and monitored by LC MS. Additional NaH (60% in mineral oil; 0.011 g; 0.284 mmol) and 1-bromo-2-meth... The reactants are C(C1=CC=CC=C1)OC(=O)N[C@@H]1CN(C[C@H]1F)C(=O)OC(C)(C)C (tert-butyl (3R,4R)-3-{[(benzyloxy)carbonyl]amino}-4-fluoropyrrolidine-1-carboxylate), C(=O)(C(F)(F)F)O (TFA), C(=O)([O-])[O-].[K+].[K+] (K2CO3), C(=O)(C(F)(F)F)O (TFA). Run in C(Cl)Cl (DCM), C(Cl)Cl (DCM). Conditions: time 2 hour. Yields the product F[C@H]1[C@@H](CNC1)NC(OCC1=CC=CC=C1)=O (benzyl [(3R,4R)-4-fluoropyrrolidin-3-yl]carbamate). Isolated yield 86.0%. RXN SMILES: [CH2:1]([O:8][C:9]([NH:11][C@H:12]1[C@H:16]([F:17])[CH2:15][N:14](C(OC(C)(C)C)=O)[CH2:13]1)=[O:10])[C:2]1[CH:7]=[CH:6][CH:5]=[CH:4][CH:3]=1.C(O)(C(F)(F)F)=O.C([O-])([O-])=O.[K+].[K+]>C(Cl)Cl>[F:17][C@@H:16]1[CH2:15][NH:14][CH2:13][C@H:12]1[NH:11][C:9](=[O:10])[O:8][CH2:1][C:2]1[CH:3]=[CH:4][CH:5]=[CH:6][CH:7]=1 |f:2.3.4|. Procedure: To a solution of tert-butyl (3R,4R)-3-{[(benzyloxy)carbonyl]amino}-4-fluoropyrrolidine-1-carboxylate (380 mg, 1.2 mmol) in DCM (20 mL) was added TFA (0.34 mL, 3.4 mmol, 3 mol eq). The resulting reaction was stirred at ambient temperature for 2 hr. More TFA (0.34 mL, 3.4 mmol, 3 mol eq) was added and stirring at ambient temperature continued for another 2 hr. The volatiles were removed to give a colorless residue. DCM (30 mL) and aqueous K2CO3 (1 M, 5 mL) were added. The organic layer was separat...